This data is from the Open Reaction Database (ORD), a public repository of structured organic reaction records. The task is: describe an organic reaction: reactants, conditions, products, and yield The reactants are BrCc1ccccc1, CN(C)C=O, [H-], [Na+], O=c1[nH]nc2n1C=Cc1ccccc1C2. Yields the product O=c1n(Cc2ccccc2)nc2n1C=Cc1ccccc1C2. RXN SMILES: [Br:18][CH2:19][c:20]1[cH:21][cH:22][cH:23][cH:24][cH:25]1.[CH3:26][N:27]([CH3:28])[CH:29]=[O:30].[H-:16].[Na+:17].[n:1]1[nH:2][c:3](=[O:15])[n:4]2[c:5]1[CH2:6][c:7]1[c:8]([cH:11][cH:12][cH:13][cH:14]1)[CH:9]=[CH:10]2>>[n:1]1[n:2]([CH2:19][c:20]2[cH:21][cH:22][cH:23][cH:24][cH:25]2)[c:3](=[O:15])[n:4]2[c:5]1[CH2:6][c:7]1[c:8]([cH:11][cH:12][cH:13][cH:14]1)[CH:9]=[CH:10]2. Reactants: CC#N, CCN(C(C)C)C(C)C, O=C=NC(=O)c1cc(F)c(F)cc1Cl, Cl, Nc1ccc(-c2noc(=O)[nH]2)cc1OC(F)(F)F. Product: O=C(NC(=O)c1cc(F)c(F)cc1Cl)Nc1ccc(-c2noc(=O)[nH]2)cc1OC(F)(F)F. Reaction SMILES: [CH3:43][C:44]#[N:45].[CH:34]([N:35]([CH2:36][CH3:37])[CH:38]([CH3:39])[CH3:40])([CH3:41])[CH3:42].[Cl:1][c:2]1[c:3]([C:4](=[O:5])[N:6]=[C:7]=[O:8])[cH:9][c:10]([F:14])[c:11]([F:13])[cH:12]1.[ClH:15].[NH2:16][c:17]1[c:18]([O:29][C:30]([F:31])([F:32])[F:33])[cH:19][c:20](-[c:23]2[n:24][o:25][c:26](=[O:28])[nH:27]2)[cH:21][cH:22]1>>[Cl:1][c:2]1[c:3]([C:4](=[O:5])[NH:6][C:7](=[O:8])[NH:16][c:17]2[c:18]([O:29][C:30]([F:31])([F:32])[F:33])[cH:19][c:20](-[c:23]3[n:24][o:25][c:26](=[O:28])[nH:27]3)[cH:21][cH:22]2)[cH:9][c:10]([F:14])[c:11]([F:13])[cH:12]1. Reactants: C(C=C)C1=CC=C(C=C1)OC (4-allylanisole), C(C=C)(=O)OC1C2CC3CC(CC1C3)C2 (2-adamantyl acrylate). Reagents/catalysts: catalyst. Product: COC1=CC=C(C=C1)C/C=C/C(=O)OC1C2CC3CC(CC1C3)C2 ((E)-2-Adamantyl 4-(4-methoxyphenyl)-2-butenoate). Yield: 82.1%. RXN SMILES: [CH2:1]([C:4]1[CH:9]=[CH:8][C:7]([O:10][CH3:11])=[CH:6][CH:5]=1)[CH:2]=[CH2:3].[C:12]([O:16][CH:17]1[CH:24]2[CH2:25][CH:20]3[CH2:21][CH:22]([CH2:26][CH:18]1[CH2:19]3)[CH2:23]2)(=[O:15])C=C>>[CH3:11][O:10][C:7]1[CH:8]=[CH:9][C:4]([CH2:1]/[CH:2]=[CH:3]/[C:12]([O:16][CH:17]2[CH:18]3[CH2:26][CH:22]4[CH2:21][CH:20]([CH2:25][CH:24]2[CH2:23]4)[CH2:19]3)=[O:15])=[CH:5][CH:6]=1. Reported procedure: The representative procedure was followed using 4-allylanisole (74 mg, 0.50 mmol), 2-adamantyl acrylate (206 mg, 1.00 mmol) and Grubbs-2 catalyst (8.5 mg, 0.01 mmol). Column chromatography on silica gel (eluting with 5% EtOAc/hexanes) afforded the product as a colorless oil (134 mg, 82%). Starting materials: C1COCCO1, C=CCn1c(=O)cnc2ncc(OC)cc21, [O-][I+3]([O-])([O-])[O-], [Na+], O. Product: COc1cnc2ncc(=O)n(CC=O)c2c1. As a reaction SMILES: [CH2:23]1[O:24][CH2:25][CH2:26][O:27][CH2:28]1.[CH3:1][O:2][c:3]1[cH:4][c:5]2[c:6]([n:7][cH:8][c:9](=[O:14])[n:10]2[CH2:11][CH:12]=[CH2:13])[n:15][cH:16]1.[I+3:17]([O-:18])([O-:19])([O-:20])[O-:21].[Na+:22].[OH2:29]>>[CH3:1][O:2][c:3]1[cH:4][c:5]2[c:6]([n:7][cH:8][c:9](=[O:14])[n:10]2[CH2:11][CH:12]=[O:18])[n:15][cH:16]1. Reactants: ClC1=NC=C(C(=N1)NCC)N (2-chloro-N4-ethylpyrimidine-4,5-diamine), N1=CC=C(C=C1)C=O (4-pyridine carboxaldehyde). Run in CC(=O)O.CC(=O)N(C)C (AcOH DMA). Run at temperature 140 celsius. Product: ClC1=NC=C2N=C(N(C2=N1)CC)C1=CC=NC=C1 (2-chloro-9-ethyl-8-(pyridin-4-yl)-9H-purine). Isolated yield 15.4%. Reaction SMILES: [Cl:1][C:2]1[N:7]=[C:6]([NH:8][CH2:9][CH3:10])[C:5]([NH2:11])=[CH:4][N:3]=1.[N:12]1[CH:17]=[CH:16][C:15]([CH:18]=O)=[CH:14][CH:13]=1>CC(O)=O.CC(N(C)C)=O>[Cl:1][C:2]1[N:7]=[C:6]2[C:5]([N:11]=[C:18]([C:15]3[CH:16]=[CH:17][N:12]=[CH:13][CH:14]=3)[N:8]2[CH2:9][CH3:10])=[CH:4][N:3]=1 |f:2.3|. Procedure: To a solution of 8.6 g (50 mmol, 1.0 eq.) of 2-chloro-N4-ethylpyrimidine-4,5-diamine (I-5) in 200 mL of 2% v/v AcOH/DMA was added 6.0 mL (65 mmol, 1.3 eq.) of 4-pyridine carboxaldehyde. The mixture was heated at 140° C. for 14 h. The mixture was allowed to cool to room temperature and the solvent was removed in vacuo. The residue was purified by preparative HPLC to provide 2.0 g (7.7 mmol, 15%) of 2-chloro-9-ethyl-8-(pyridin-4-yl)-9H-purine (I-6). The reactants are N1C=NC=C1C1=CCC2=CC(=C(C=C12)OC)C (3-(imidazol-5-yl)-5-methoxy-6-methylindene). The reagents and catalysts are O.[Pt]=O (platinum oxide hydrate), [Pd] (palladium on carbon). Solvent: C(C)O (ethanol). Product: N1C=NC=C1C1CCC2=CC(=C(C=C12)OC)C (1-(Imidazol-5-Yl)-6-Methoxy-5-Methylindane). As a reaction SMILES: [NH:1]1[C:5]([C:6]2[C:14]3[C:9](=[CH:10][C:11]([CH3:17])=[C:12]([O:15][CH3:16])[CH:13]=3)[CH2:8][CH:7]=2)=[CH:4][N:3]=[CH:2]1>[Pd].C(O)C.O.[Pt]=O>[NH:1]1[C:5]([CH:6]2[C:14]3[C:9](=[CH:10][C:11]([CH3:17])=[C:12]([O:15][CH3:16])[CH:13]=3)[CH2:8][CH2:7]2)=[CH:4][N:3]=[CH:2]1 |f:3.4|. Procedure: This compound was prepared in a manner analogous to that of Step E of Example 1, by the hydrogenation of 0.5 gram (0.0022 mole) of 3-(imidazol-5-yl)-5-methoxy-6-methylindene (viii) in the presence of 0.1 gram (catalyst) of 10% palladium on carbon and 0.1 gram (catalyst) of platinum oxide hydrate in 40 mL of ethanol. The yield of subject compound was 0.42 gram, mp 68-70° C. The NMR spectrum was consistent with the proposed structure.